From a dataset of the Open Reaction Database (ORD), a public repository of structured organic reaction records. describe an organic reaction: reactants, conditions, products, and yield Reactants: O1CCCC1 (tetrahydrofuran), C(CC)[Mg]Br (n-propyl magnesium bromide), resultant solution, ice, C(C)(C)(C)C1=CC(CC1)=O (3-tert-butylcyclopentenone), Cl (hydrochloric acid). Run in C(C)OCC (diethyl ether). Product: C(CC)C1=CC(=CC1)C(C)(C)C (1-n-propyl-3-tert-butylcyclopentadiene). Yield: 57.0%. As a reaction SMILES: O1C[CH2:4][CH2:3][CH2:2]1.C([Mg]Br)CC.[C:11]([C:15]1[CH2:19][CH2:18][C:17](=O)[CH:16]=1)([CH3:14])([CH3:13])[CH3:12].Cl>C(OCC)C>[CH2:2]([C:18]1[CH2:17][CH:16]=[C:15]([C:11]([CH3:14])([CH3:13])[CH3:12])[CH:19]=1)[CH2:3][CH3:4]. Procedure details: To a 300 ml three-neck flask equipped with a magnetic stirrer chip and a three-way cock, 120 ml of dehydrated diethyl ether and 89 ml (178 mmol) of tetrahydrofuran solution of 2.0M n-propyl magnesium bromide were charged under a nitrogen atmosphere. In the ice bath, 20.6 g (149 mmol) of 3-tert-butylcyclopentenone was added dropwise over 1 hour. The resultant solution was stirred at room temperature for 20 hours, and then the reaction solution was poured into 100 ml of 2N hydrochloric acid. The o... Reactants: C(C)(=O)O.C(N)(=N)C1=CC=C(C(=O)NC(NC2=C(C=C(OCC(=O)OC(C)C)C=C2)C)=O)C=C1 (isopropyl 4-[3-(4-amidinobenzoyl)ureido]-3-methylphenoxyacetate, acetate salt), Cl.N1=CC=CC=C1 (pyridine hydrochloride), resultant mixture. The solvent is C(C)(C)O (isopropanol), CO (methanol), CO (methanol). Product: Cl.C(N)(=N)C1=CC=C(C(=O)NC(NC2=C(C=C(OCC(=O)OC(C)C)C=C2)C)=O)C=C1 (Isopropyl 4-[3-(4-amidinobenzoyl)ureido]-3-methylphenoxyacetate, hydrochloride salt). Isolated yield 87.8%. RXN SMILES: C(O)(=O)C.[C:5]([C:8]1[CH:34]=[CH:33][C:11]([C:12]([NH:14][C:15](=[O:32])[NH:16][C:17]2[CH:30]=[CH:29][C:20]([O:21][CH2:22][C:23]([O:25][CH:26]([CH3:28])[CH3:27])=[O:24])=[CH:19][C:18]=2[CH3:31])=[O:13])=[CH:10][CH:9]=1)(=[NH:7])[NH2:6].[ClH:35].N1C=CC=CC=1>CO.C(O)(C)C>[ClH:35].[C:5]([C:8]1[CH:9]=[CH:10][C:11]([C:12]([NH:14][C:15](=[O:32])[NH:16][C:17]2[CH:30]=[CH:29][C:20]([O:21][CH2:22][C:23]([O:25][CH:26]([CH3:28])[CH3:27])=[O:24])=[CH:19][C:18]=2[CH3:31])=[O:13])=[CH:33][CH:34]=1)(=[NH:6])[NH2:7] |f:0.1,2.3,6.7|. Reported procedure: A mixture of isopropyl 4-[3-(4-amidinobenzoyl)ureido]-3-methylphenoxyacetate, acetate salt (5 g), and methanol (250 ml) was heated to reflux before a solution of pyridine hydrochloride (1.34 g) in methanol (50 ml) was added. The resultant mixture was heated to reflux until all the solids had dissolved. The hot solution was diluted with isopropanol (100 ml), quickly filtered, and the filtrate was again diluted with isopropanol (100 ml). On storage overnight at 10° C., a solid precipitated which w... The reactants are CCO, CCC(C)NP(=S)(CN(CC(=O)O)C(=O)C(F)(F)F)NC(C)CC. The product is CCC(C)NP(=S)(CNCC(=O)O)NC(C)CC. Reaction SMILES: [CH3:25][CH2:26][OH:27].[F:1][C:2]([F:3])([F:4])[C:23]([N:5]([CH2:6][C:7](=[O:8])[OH:9])[CH2:10][P:11](=[S:12])([NH:13][CH:14]([CH3:15])[CH2:16][CH3:17])[NH:18][CH:19]([CH3:20])[CH2:21][CH3:22])=[O:24]>>[NH:5]([CH2:6][C:7](=[O:8])[OH:9])[CH2:10][P:11](=[S:12])([NH:13][CH:14]([CH3:15])[CH2:16][CH3:17])[NH:18][CH:19]([CH3:20])[CH2:21][CH3:22]. Starting materials: FC(C(CCC)(C(F)(F)F)F)(F)F (1,1,1,2-Tetrafluoro-2-(trifluoromethyl)-pentane), FC(C(=O)OC)(C(F)(F)F)C(F)(F)F (methyl perfluoroisobutyrate), C(C)[Mg]Br (ethyl magnesium bromide). Product: FC(C(C(CC)O)(C(F)(F)F)F)(F)F (1,1,1,2-tetrafluoro-2-(trifluoromethyl)-3-pentanol). As a reaction SMILES: [F:1][C:2]([F:13])([F:12])[C:3]([F:11])([C:7]([F:10])([F:9])[F:8])[CH2:4][CH2:5][CH3:6].FC(C(F)(F)F)(C(F)(F)F)C(OC)=[O:17].C([Mg]Br)C>>[F:1][C:2]([F:12])([F:13])[C:3]([F:11])([C:7]([F:8])([F:9])[F:10])[CH:4]([OH:17])[CH2:5][CH3:6]. Procedure: 1,1,1,2-Tetrafluoro-2-(trifluoromethyl)-pentane ((CF3)2CFCH2CH2CH3) may be prepared by reacting methyl perfluoroisobutyrate with ethyl magnesium bromide followed by hydrolysis to give 1,1,1,2-tetrafluoro-2-(trifluoromethyl)-3-pentanol. The pentanol is converted to 4,5,5,5-tetrafluoro-4-(trifluoromethyl)-2-pentene by dehydration with phosphorous pentoxide and the double bond saturated by hydrogenation over a palladium on carbon catalyst. The reactants are O=C1CCCO1, CCOC(C)=O, Cl, Nc1ccc(Cl)c(Cl)c1. Yields the product O=C1CCCN1c1ccc(Cl)c(Cl)c1. As a reaction SMILES: [C:10]1(=[O:15])[CH2:11][CH2:12][CH2:13][O:14]1.[CH3:17][CH2:18][O:19][C:20](=[O:21])[CH3:22].[ClH:16].[NH2:1][c:2]1[cH:3][cH:4][c:5]([Cl:6])[c:7]([Cl:8])[cH:9]1>>[N:1]1([c:2]2[cH:3][cH:4][c:5]([Cl:6])[c:7]([Cl:8])[cH:9]2)[CH2:10][CH2:11][CH2:12][C:13]1=[O:14]. Reactants: pale tan crystals, ClC1=C(C(=CC(=C1)[N+](=O)[O-])Cl)Cl (1,2,3-trichloro-5-nitrobenzene), CC1(OC2=C(C1)C=CC=C2O)C (2,3-dihydro-2,2-dimethyl-7-hydroxybenzofuran), C([O-])([O-])=O.[K+].[K+] (potassium carbonate). The product is ClC=1C=C(C=C(C1OC1=CC=CC=2CC(OC21)(C)C)Cl)[N+](=O)[O-] (3,5-Dichloro-4-(2,3-dihydro-2,2-dimethyl-7-benzofuranyloxy)-1-nitrobenzene). Reaction SMILES: [Cl:1][C:2]1[CH:7]=[C:6]([N+:8]([O-:10])=[O:9])[CH:5]=[C:4]([Cl:11])[C:3]=1Cl.[CH3:13][C:14]1([CH3:24])[CH2:18][C:17]2[CH:19]=[CH:20][CH:21]=[C:22]([OH:23])[C:16]=2[O:15]1.C(=O)([O-])[O-].[K+].[K+]>C(C(C)=O)C>[Cl:11][C:4]1[CH:5]=[C:6]([N+:8]([O-:10])=[O:9])[CH:7]=[C:2]([Cl:1])[C:3]=1[O:23][C:22]1[C:16]2[O:15][C:14]([CH3:24])([CH3:13])[CH2:18][C:17]=2[CH:19]=[CH:20][CH:21]=1 |f:2.3.4|. Run in C(C)C(=O)C (methyl ethyl ketone). Procedure details: To a solution containing 32.83 g of 1,2,3-trichloro-5-nitrobenzene and 26.11 g of 2,3-dihydro-2,2-dimethyl-7-hydroxybenzofuran in 300 ml of methyl ethyl ketone under an atmosphere of nitrogen and at room temperature was added 21.98 g of anhydrous potassium carbonate. The reaction mixture was heated to reflux. Reflux was maintained for 30 hrs. The reaction mixture was cooled to room temperature and the solvents removed. The tan solid residue was dissolved in hot hexane containing a little ethyl a... Starting materials: Pd(PPh3)Cl2, BrC=1C=C(C=CC1)N1C(OC(CC1)(C1=CC=CC=C1)C)=O (3-(3-bromophenyl)-6-methyl-6-phenyl-1,3-oxazinan-2-one), C1(=CC=CC=C1)B(O)O (phenylboronic acid), C(=O)(O)[O-].[Na+] (NaHCO3). The solvent is C1CCOC1 (THF), O (H2O). The product is C1(=CC(=CC=C1)N1C(OC(CC1)(C1=CC=CC=C1)C)=O)C1=CC=CC=C1 (3-(biphenyl-3-yl)-6-methyl-6-phenyl-1,3-oxazinan-2-one). The yield is 20.8%. Reaction SMILES: Br[C:2]1[CH:3]=[C:4]([N:8]2[CH2:13][CH2:12][C:11]([CH3:20])([C:14]3[CH:19]=[CH:18][CH:17]=[CH:16][CH:15]=3)[O:10][C:9]2=[O:21])[CH:5]=[CH:6][CH:7]=1.[C:22]1(B(O)O)[CH:27]=[CH:26][CH:25]=[CH:24][CH:23]=1.C([O-])(O)=O.[Na+]>C1COCC1.O>[C:2]1([C:22]2[CH:27]=[CH:26][CH:25]=[CH:24][CH:23]=2)[CH:7]=[CH:6][CH:5]=[C:4]([N:8]2[CH2:13][CH2:12][C:11]([CH3:20])([C:14]3[CH:19]=[CH:18][CH:17]=[CH:16][CH:15]=3)[O:10][C:9]2=[O:21])[CH:3]=1 |f:2.3|. Procedure details: To a solution of 3-(3-bromophenyl)-6-methyl-6-phenyl-1,3-oxazinan-2-one (50 mg, 0.14 mmol) and phenylboronic acid (35 mg, 0.29 mmol) in THF (2 mL) was added a solution of NaHCO3 (31 mg, 0.29 mmol) in H2O (2 mL) followed by Pd(PPh3)Cl2 (9 mg, 0.01 mmol). The mixture was refluxed overnight. The mixture was concentrated to give the crude product, which was purified by column chromatography, followed by preparative HPLC to afford 3-(biphenyl-3-yl)-6-methyl-6-phenyl-1,3-oxazinan-2-one (10 mg, 20%). 1... The reactants are C(C1=CC=CC=C1)N1C[C@]2(C(N3C4=C(C=CC=C4[C@H]2C1)CC3)=O)C(=O)OCC ((±)-cis ethyl 9-benzyl-7-oxo-4,5,8,9,10,10a-hexahydrodipyrrolo[3,4-c:3′,2′,1′-ij]quinoline-7a(7H)-carboxylate), Cl (HCl). The solvent is O1CCOCC1 (1,4-dioxane). Reaction conditions: temperature 100 celsius, time 24 hour. Yields the product C(C1=CC=CC=C1)N1C[C@H]2C(N3C4=C(C=CC=C4[C@H]2C1)CC3)=O ((±)-cis-9-benzyl-4,5,8,9,10,10a-hexahydrodipyrrolo[3,4-c:3′,2′,1′-ij]quinolin-7(7aH)-one). Isolated yield 97.9%. RXN SMILES: [CH2:1]([N:8]1[CH2:20][C@H:19]2[C@:10](C(OCC)=O)([C:11](=[O:23])[N:12]3[CH2:22][CH2:21][C:14]4[CH:15]=[CH:16][CH:17]=[C:18]2[C:13]3=4)[CH2:9]1)[C:2]1[CH:7]=[CH:6][CH:5]=[CH:4][CH:3]=1.Cl>O1CCOCC1>[CH2:1]([N:8]1[CH2:20][C@H:19]2[C@H:10]([C:11](=[O:23])[N:12]3[CH2:22][CH2:21][C:14]4[CH:15]=[CH:16][CH:17]=[C:18]2[C:13]3=4)[CH2:9]1)[C:2]1[CH:3]=[CH:4][CH:5]=[CH:6][CH:7]=1. Procedure details: To a solution of (±)-cis ethyl 9-benzyl-7-oxo-4,5,8,9,10,10a-hexahydrodipyrrolo[3,4-c:3′,2′,1′-ij]quinoline-7a(7H)-carboxylate (3.9 g, 10.4 mmol) in 50 mL of 1,4-dioxane was added 50 mL of 3N HCl and the resulting mixture was stirred at 100° C. for 24 h. The dioxane and most of the water was removed in vacuo, and the residue was basified with sat'd aq Na2CO3 and extracted with ethyl acetate. The layers were separated and the organics were washed with brine, dried (MgSO4), filtered through a pad ... The reactants are C([O-])([O-])=O.[Na+].[Na+] (sodium carbonate), [N+](=O)([O-])C1=C(C=CC=C1)S(=O)(=O)Cl (nitrobenzenesulfonyl chloride), 21.9, NC=1C=C(C=C2C=C(C=C(C12)S(=O)(=O)O)S(=O)(=O)O)S(=O)(=O)O (8-amino-1,3,6-naphthalenetrisulfonic acid), C1=CC(=CC=C1N=NC2C(=NN(C2=O)C3=CC=C(C=C3)S(=O)(=O)[O-])C(=O)[O-])S(=O)(=O)[O-].[Na+].[Na+].[Na+] (trisodium salt), C([O-])([O-])=O.[Na+].[Na+] (sodium carbonate), [N+](=O)([O-])C=1C=C(C=CC1)S(=O)(=O)Cl (m-nitrobenzenesulfonyl chloride). Solvent: O (water). Run at time 16 hour. Product: [N+](=O)([O-])C=1C=C(C=CC1)S(=O)(=O)NC=1C=C(C=C2C=C(C=C(C12)S(=O)(=O)O)S(=O)(=O)O)S(=O)(=O)O (8-m-nitrobenzenesulfonamido-1,3,6-naphthalenetrisulfonic acid). As a reaction SMILES: [NH2:1][C:2]1[CH:3]=[C:4]([S:20]([OH:23])(=[O:22])=[O:21])[CH:5]=[C:6]2[C:11]=1[C:10]([S:12]([OH:15])(=[O:14])=[O:13])=[CH:9][C:8]([S:16]([OH:19])(=[O:18])=[O:17])=[CH:7]2.C1C(N=NC2C(=O)N(C3C=CC(S([O-])(=O)=O)=CC=3)N=C2C([O-])=O)=CC=C(S([O-])(=O)=O)C=1.[Na+].[Na+].[Na+].C(=O)([O-])[O-].[Na+].[Na+].[N+:64]([C:67]1[CH:68]=[C:69]([S:73](Cl)(=[O:75])=[O:74])[CH:70]=[CH:71][CH:72]=1)([O-:66])=[O:65].[N+](C1C=CC=CC=1S(Cl)(=O)=O)([O-])=O>O>[N+:64]([C:67]1[CH:68]=[C:69]([S:73]([NH:1][C:2]2[CH:3]=[C:4]([S:20]([OH:23])(=[O:22])=[O:21])[CH:5]=[C:6]3[C:11]=2[C:10]([S:12]([OH:15])(=[O:14])=[O:13])=[CH:9][C:8]([S:16]([OH:19])(=[O:17])=[O:18])=[CH:7]3)(=[O:75])=[O:74])[CH:70]=[CH:71][CH:72]=1)([O-:66])=[O:65] |f:1.2.3.4,5.6.7|. Procedure: To a stirred solution of 21.9 of 8-amino-1,3,6-naphthalenetrisulfonic acid, trisodium salt and 11.4 g of anhydrous sodium carbonate in 280 ml of water is added 24.0 g of m-nitrobenzenesulfonyl chloride. The mixture is stirred at room temperature for 16 hours, then an additional 1.0 g of sodium carbonate and 2.0 g of m nitrobenzenesulfonyl chloride are added and stirring is continued for 3 hours longer. The mixture is evaporated and the residue is dissolved in 200 ml of water. A copious amount of... Starting materials: CC(C)(C)OC(=O)N1CC2CNCC2C1, Cn1ncc([N+](=O)[O-])c1Cl. Product: Cn1ncc([N+](=O)[O-])c1N1CC2CN(C(=O)OC(C)(C)C)CC2C1. RXN SMILES: [CH2:11]1[N:12]([C:19](=[O:20])[O:21][C:22]([CH3:23])([CH3:24])[CH3:25])[CH2:13][CH:14]2[CH:15]1[CH2:16][NH:17][CH2:18]2.[Cl:1][c:2]1[c:3]([N+:8](=[O:9])[O-:10])[cH:4][n:5][n:6]1[CH3:7]>>[c:2]1([N:17]2[CH2:16][CH:15]3[CH2:11][N:12]([C:19](=[O:20])[O:21][C:22]([CH3:23])([CH3:24])[CH3:25])[CH2:13][CH:14]3[CH2:18]2)[c:3]([N+:8](=[O:9])[O-:10])[cH:4][n:5][n:6]1[CH3:7].